This data is from the Open Reaction Database (ORD), a public repository of structured organic reaction records. The task is: describe an organic reaction: reactants, conditions, products, and yield Starting materials: C(C1=CC=CC=C1)N1C(C(CC1=O)NCC1=CC=CC=C1)=O (1-benzyl-3-benzylaminopyrrolidine-2,5-dione), [H][H] (hydrogen). Reagents/catalysts: [Pd] (palladium on charcoal). Run in C(C)O (ethanol). The product is NC1C(N(C(C1)=O)CC1=CC=CC=C1)=O (3-Amino-1-benzylpyrrolidine-2,5-dione). Isolated yield 91.0%. As a reaction SMILES: [CH2:1]([N:8]1[C:12](=[O:13])[CH2:11][CH:10]([NH:14]CC2C=CC=CC=2)[C:9]1=[O:22])[C:2]1[CH:7]=[CH:6][CH:5]=[CH:4][CH:3]=1.[H][H]>C(O)C.[Pd]>[NH2:14][CH:10]1[CH2:11][C:12](=[O:13])[N:8]([CH2:1][C:2]2[CH:3]=[CH:4][CH:5]=[CH:6][CH:7]=2)[C:9]1=[O:22]. Procedure details: 56.5 g (0.184 mol) of 95% strength 1-benzyl-3-benzylaminopyrrolidine-2,5-dione are dissolved in 700 ml of ethanol and hydrogenated with 2 g of palladium on charcoal (5%) for 4 hours at 70° C. and 60 bar of hydrogen pressure. The catalyst is then filtered off, the filtrate is concentrated, and the residue is dried at 50° C./0.1 mbar. This gives 36.2 g of product with a content of 94%, determined by gas chromatography and corresponding to a yield of 91% of theory. Melting point 74° to 77° C. Starting materials: FC(C(=O)O)(F)F (Trifluoroacetic acid), C1(=CC=CC=C1)C1=CC(=C(C(=O)OC(C)(C)C)C=C1)NC(=O)C1=NC=C(C=C1)C1=CC=CC=C1 (tert-butyl 4-phenyl-2-(5-phenylpyridine-2-carboxamido)benzoate). Conditions: time 4 hour. The product is C1(=CC=CC=C1)C1=CC(=C(C(=O)O)C=C1)NC(=O)C1=NC=C(C=C1)C1=CC=CC=C1 (4-phenyl-2-(5-phenylpyridine-2-carboxamido)benzoic acid). Yield: 93.5%. RXN SMILES: FC(F)(F)C(O)=O.[C:8]1([C:14]2[CH:26]=[CH:25][C:17]([C:18]([O:20]C(C)(C)C)=[O:19])=[C:16]([NH:27][C:28]([C:30]3[CH:35]=[CH:34][C:33]([C:36]4[CH:41]=[CH:40][CH:39]=[CH:38][CH:37]=4)=[CH:32][N:31]=3)=[O:29])[CH:15]=2)[CH:13]=[CH:12][CH:11]=[CH:10][CH:9]=1>>[C:8]1([C:14]2[CH:26]=[CH:25][C:17]([C:18]([OH:20])=[O:19])=[C:16]([NH:27][C:28]([C:30]3[CH:35]=[CH:34][C:33]([C:36]4[CH:37]=[CH:38][CH:39]=[CH:40][CH:41]=4)=[CH:32][N:31]=3)=[O:29])[CH:15]=2)[CH:13]=[CH:12][CH:11]=[CH:10][CH:9]=1. Procedure: Trifluoroacetic acid (5 mL) was added to the obtained tert-butyl 4-phenyl-2-(5-phenylpyridine-2-carboxamido)benzoate (0.11 g), followed by stirring at room temperature for 4 hours. The solvent was evaporated under reduced pressure, and ethyl acetate and water were added to the obtained residue. After adjusting the pH to 6.5 with a saturated aqueous solution of sodium bicarbonate, the organic layer was separated, washed with water and a saturated aqueous solution of sodium chloride sequentially, ... Starting materials: CCCCCC(=CC=CC(=O)OC)c1ccc(F)cc1, CO, CCCCCC, [Na+], [OH-]. Yields the product CCCCCC(=CC=CC(=O)O)c1ccc(F)cc1. Reaction SMILES: [CH3:1][O:2][C:3]([CH:4]=[CH:5][CH:6]=[C:7]([CH2:8][CH2:9][CH2:10][CH2:11][CH3:12])[c:13]1[cH:14][cH:15][c:16]([F:19])[cH:17][cH:18]1)=[O:20].[CH3:21][OH:22].[CH3:25][CH2:26][CH2:27][CH2:28][CH2:29][CH3:30].[Na+:24].[OH-:23]>>[O:2]=[C:3]([CH:4]=[CH:5][CH:6]=[C:7]([CH2:8][CH2:9][CH2:10][CH2:11][CH3:12])[c:13]1[cH:14][cH:15][c:16]([F:19])[cH:17][cH:18]1)[OH:20]. Starting materials: ClC1=CC=C(C=C1)SC1=CC=C(C=C1)CC(=O)O ([p-(p-chlorophenylthio)phenyl]acetic acid), S(=O)(Cl)Cl (thionyl chloride), C1=CC=CC=C1 (benzene). Conditions: time 8 hour. The product is COC(CC1=CC=C(C=C1)SC1=CC=C(C=C1)Cl)=O (Methyl[p-(p-chlorophenylthio)phenyl]acetate). Reaction SMILES: [Cl:1][C:2]1[CH:7]=[CH:6][C:5]([S:8][C:9]2[CH:14]=[CH:13][C:12]([CH2:15][C:16]([OH:18])=[O:17])=[CH:11][CH:10]=2)=[CH:4][CH:3]=1.S(Cl)(Cl)=O.[CH:23]1C=CC=CC=1>>[CH3:23][O:17][C:16](=[O:18])[CH2:15][C:12]1[CH:13]=[CH:14][C:9]([S:8][C:5]2[CH:6]=[CH:7][C:2]([Cl:1])=[CH:3][CH:4]=2)=[CH:10][CH:11]=1. Procedure details: A mixture of 21 g of [p-(p-chlorophenylthio)phenyl]acetic acid and 11.9 g of thionyl chloride are stirred overnight at room temperature. To the resulting greenish yellow solution is added 20 ml of benzene and the solvent is evaporated at reduced pressure. This procedure is repeated once. The residue is added dropwise to 300 ml of methanol, maintained at 0° C, and the resulting solution is stirred overnight. The solvent is evaporated at reduced pressure and the mixture is dissolved in 200 ml of e... Run in C(C)O (ethanol). The reactants are CC[C@H](C)C(=O)O[C@H]1C[C@H](C=C2[C@H]1[C@H]([C@H](C=C2)C)CC[C@@H]3C[C@H](CC(=O)O3)O)C (mevinolin), [BH4-].[Li+] (lithium borohydride). Run at time 8 hour. Procedure details: To a solution of 65 mg (0.15 mmol) of mevinolin in 5 ml of ethanol are added 22 mg (1.0 mmol) lithium borohydride and the resulting mixture is stirred overnight at room temperature. The reaction is quenched with 0.1 N aqueous HCl. The phases are separated and the aqueous phase is extracted twice with ethyl acetate. The organic phases are combined, washed with brine and dried over sodium sulfate. The solvent is evaporated and the crude product purified by silica gel chromatography (ethyl acetate)... Product: CC1CC(C2C(C(C=CC2=C1)C)CCC(CC(CCO)O)O)OC(C(CC)C)=O (2-methyl-butyric acid 3,7-dimethyl-8-(3,5,7-trihydroxy-heptyl)-1,2,3,7,8,8a-hexahydro-naphthalen-1-yl ester). RXN SMILES: [CH3:1][CH2:2][C@@H:3]([C:5]([O:7][C@@H:8]1[C@@H:13]2[C@@H:14]([CH2:19][CH2:20][C@H:21]3[O:27][C:25](=[O:26])[CH2:24][C@H:23]([OH:28])[CH2:22]3)[C@@H:15]([CH3:18])[CH:16]=[CH:17][C:12]2=[CH:11][C@H:10]([CH3:29])[CH2:9]1)=[O:6])[CH3:4].[BH4-].[Li+]>C(O)C>[CH3:29][CH:10]1[CH:11]=[C:12]2[CH:13]([CH:14]([CH2:19][CH2:20][CH:21]([OH:27])[CH2:22][CH:23]([OH:28])[CH2:24][CH2:25][OH:26])[CH:15]([CH3:18])[CH:16]=[CH:17]2)[CH:8]([O:7][C:5](=[O:6])[CH:3]([CH3:4])[CH2:2][CH3:1])[CH2:9]1 |f:1.2|.